This data is from the Open Reaction Database (ORD), a public repository of structured organic reaction records. The task is: describe an organic reaction: reactants, conditions, products, and yield The reactants are [Al+3], C1CCOC1, CCOC(COc1cc(C)c(C(=O)OC)cc1C)OCC, CCO, [H-], [H-], [H-], [H-], [Li+]. The product is CCOC(COc1cc(C)c(CO)cc1C)OCC. Reaction SMILES: [Al+3:2].[CH2:31]1[O:32][CH2:33][CH2:34][CH2:35]1.[CH2:7]([CH3:8])[O:9][CH:10]([CH2:11][O:12][c:13]1[cH:14][c:15]([CH3:24])[c:16]([C:17](=[O:18])[O:19][CH3:20])[cH:21][c:22]1[CH3:23])[O:25][CH2:26][CH3:27].[CH3:28][CH2:29][OH:30].[H-:1].[H-:4].[H-:5].[H-:6].[Li+:3]>>[CH2:7]([CH3:8])[O:9][CH:10]([CH2:11][O:12][c:13]1[cH:14][c:15]([CH3:24])[c:16]([CH2:17][OH:18])[cH:21][c:22]1[CH3:23])[O:25][CH2:26][CH3:27]. Reactants: [OH-].[Na+] (sodium hydroxide), C(=O)(OCC1=CC=CC=C1)N1CC(N(CC1)C1=C(C=CC=C1)[N+](=O)[O-])C(=O)O (4-carbobenzoxy-1-(o-nitrophenyl)piperazine-2-carboxylic acid), Cl (hydrochloric acid), [OH-].[Na+] (sodium hydroxide), S(=O)([O-])S(=O)[O-].[Na+].[Na+] (sodium hydrosulfite). Run in O (water), O (H2O). Reaction conditions: time 2.5 hour. The product is C(=O)(OCC1=CC=CC=C1)N1CC2N(C3=CC=CC=C3NC2=O)CC1 (3-Carbobenzoxy-2,3,4,4a-tetrahydro-1H-pyrazino[1,2-a]quinoxalin-5(6H)-one). Reaction SMILES: [C:1]([N:11]1[CH2:16][CH2:15][N:14]([C:17]2[CH:22]=[CH:21][CH:20]=[CH:19][C:18]=2[N+:23]([O-])=O)[CH:13]([C:26]([OH:28])=O)[CH2:12]1)([O:3][CH2:4][C:5]1[CH:10]=[CH:9][CH:8]=[CH:7][CH:6]=1)=O.[OH-:29].[Na+].S(S([O-])=O)([O-])=O.[Na+].[Na+].Cl>O>[C:1]([N:11]1[CH2:16][CH2:15][N:14]2[C:17]3[C:18]([NH:23][C:26](=[O:28])[CH:13]2[CH2:12]1)=[CH:19][CH:20]=[CH:21][CH:22]=3)([O:3][CH2:4][C:5]1[CH:10]=[CH:9][CH:8]=[CH:7][CH:6]=1)=[O:29] |f:1.2,3.4.5|. Procedure: To a solution of 13 g. of 4-carbobenzoxy-1-(o-nitrophenyl)piperazine-2-carboxylic acid and 11.0 g. of sodium hydroxide in 200 ml. of water is added a solution of 20 g. of sodium hydrosulfite in 200 ml. of H2O. The orange solution gradually turns colorless over a period of 2-3 hours. Dilute hydrochloric acid is added to bring the pH of the solution to about 3. A white precipitate forms. Stirring is continued for about 3-5 minutes, and the pH is raised to about 7 by the addition of 40% sodium hydr... Reactants: CSC(=NC(=O)OC(C)(C)C)NC(=O)OC(C)(C)C, C1CCOC1, NCCc1ccc(O)cc1. The product is CC(C)(C)OC(=O)NC(=NCCc1ccc(O)cc1)NC(=O)OC(C)(C)C. As a reaction SMILES: [C:1]([CH3:2])([CH3:3])([CH3:4])[O:5][C:6](=[O:7])[NH:8][C:9]([S:10][CH3:11])=[N:12][C:13](=[O:14])[O:15][C:16]([CH3:17])([CH3:18])[CH3:19].[CH2:30]1[O:31][CH2:32][CH2:33][CH2:34]1.[NH2:20][CH2:21][CH2:22][c:23]1[cH:24][cH:25][c:26]([OH:27])[cH:28][cH:29]1>>[C:1]([CH3:2])([CH3:3])([CH3:4])[O:5][C:6](=[O:7])[NH:8][C:9]([NH:12][C:13](=[O:14])[O:15][C:16]([CH3:17])([CH3:18])[CH3:19])=[N:20][CH2:21][CH2:22][c:23]1[cH:24][cH:25][c:26]([OH:27])[cH:28][cH:29]1. The reactants are C1(=CC=CC=C1)NC1=NC(=CC(=N1)CO)C1CC1 (2-phenylamino-4-hydroxymethyl-6-cyclopropylpyrimidine), N1=CC=CC=C1 (pyridine), N1=CC=CC=C1 (pyridine), S(=O)(Br)Br (thionyl bromide), C(O)([O-])=O.[Na+] (sodium hydrogen carbonate). The solvent is C(C)OCC (diethyl ether), O (water), C(C)OCC (diethyl ether). Run at time 2 hour. Yields the product C1(=CC=CC=C1)NC1=NC(=CC(=N1)CBr)C1CC1 (2-phenylamino-4-bromomethyl-6-cyclopropylpyrimidine). RXN SMILES: S(Br)([Br:3])=O.[C:5]1([NH:11][C:12]2[N:17]=[C:16]([CH2:18]O)[CH:15]=[C:14]([CH:20]3[CH2:22][CH2:21]3)[N:13]=2)[CH:10]=[CH:9][CH:8]=[CH:7][CH:6]=1.N1C=CC=CC=1.C(=O)([O-])O.[Na+]>C(OCC)C.O>[C:5]1([NH:11][C:12]2[N:17]=[C:16]([CH2:18][Br:3])[CH:15]=[C:14]([CH:20]3[CH2:22][CH2:21]3)[N:13]=2)[CH:10]=[CH:9][CH:8]=[CH:7][CH:6]=1 |f:3.4|. Procedure details: 15.6 g (75 mmol) of thionyl bromide in 50 ml of diethyl ether are added dropwise within a period of half an hour, with stirring, to 12 g (50 mmol) of 2-phenylamino-4-hydroxymethyl-6-cyclopropylpyrimidine and 0.4 g (50 mmol) of pyridine in 350 ml of diethyl ether. After stirring for 2 hours at room temperature, a further 0.4 g (50 mmol) of pyridine are added and the mixture is heated under reflux for 5 hours. After cooling to room temperature, 200 ml of water are added and the pH is adjusted to 7... Reactants: C(C)OC(=O)[C@@H]1CC[C@@H](CC1)N1N=CC=C1 (cis-4-pyrazol-1-yl-cyclohexanecarboxylic acid ethyl ester), [OH-].[Na+] (sodium hydroxide), Cl (hydrochloric acid). The solvent is O1CCOCC1 (1,4-dioxane). Product: N1(N=CC=C1)[C@H]1CC[C@H](CC1)C(=O)O (cis-4-Pyrazol-1-yl-cyclohexanecarboxylic acid). Yield: 95.3%. As a reaction SMILES: C([O:3][C:4]([C@H:6]1[CH2:11][CH2:10][C@@H:9]([N:12]2[CH:16]=[CH:15][CH:14]=[N:13]2)[CH2:8][CH2:7]1)=[O:5])C.[OH-].[Na+].Cl>O1CCOCC1>[N:12]1([C@@H:9]2[CH2:8][CH2:7][C@H:6]([C:4]([OH:5])=[O:3])[CH2:11][CH2:10]2)[CH:16]=[CH:15][CH:14]=[N:13]1 |f:1.2|. Reported procedure: A solution of cis-4-pyrazol-1-yl-cyclohexanecarboxylic acid ethyl ester (95 mg, 0.427 mmol) in 1,4-dioxane (4.3 ml) and 2 M aqueous sodium hydroxide solution (2.2 ml, 4.4 mmol) was stirred at room temperature for 20 h. The pH was adjusted to 2 by addition of 2 M aqueous hydrochloric acid. The mixture was partitioned between ethyl acetate (25 ml) and water (25 ml). The layers were separated. The aqueous layer was extracted with two 25-ml portions of ethyl acetate. The combined organic layers were...